Dataset: the Open Reaction Database (ORD), a public repository of structured organic reaction records. Task: describe an organic reaction: reactants, conditions, products, and yield Reactants: C([O-])(O)=O.[Na+] (sodium bicarbonate), [Na] (Sodium), BrC1=C(C=C(C=C1)S(=O)(=O)C1CCC1)F (1-bromo-4-(cyclobutylsulfonyl)-2-fluorobenzene), [Na] (sodium). The solvent is CO (MeOH). Run at temperature 60 celsius, time 10 hour. Product: BrC1=C(C=C(C=C1)S(=O)(=O)C1CCC1)OC (1-Bromo-4-(cyclobutylsulfonyl)-2-methoxybenzene). Yield: 87.0%. RXN SMILES: [Na].[Br:2][C:3]1[CH:8]=[CH:7][C:6]([S:9]([CH:12]2[CH2:15][CH2:14][CH2:13]2)(=[O:11])=[O:10])=[CH:5][C:4]=1F.[C:17](=O)(O)[O-:18].[Na+]>CO>[Br:2][C:3]1[CH:8]=[CH:7][C:6]([S:9]([CH:12]2[CH2:15][CH2:14][CH2:13]2)(=[O:11])=[O:10])=[CH:5][C:4]=1[O:18][CH3:17] |f:2.3,^1:0|. Procedure details: Sodium (235 mg, 10.2 mmol) was added to MeOH (6 mL) under nitrogen and the mixture stirred until all the sodium had reacted. 1-bromo-4-(cyclobutylsulfonyl)-2-fluorobenzene (Preparation 28, 300 mg, 1.02 mmol) was added and the mixture stirred at 60° C. for 10 hours. 2% aqueous sodium bicarbonate (36 mL) was added and the mixture extracted with EtOAc (2×36 mL), the organic layers dried over sodium sulphate and then concentrated in vacuo. The resulting residue was purified by silica gel column chro... Starting materials: OCC=1C=C(CNC(C)=O)C=CC1CNC1CCCC=2C=CC=NC12 (N-{3-hydroxymethyl-4-[(5,6,7,8-tetrahydro-quinolin-8-ylamino)-methyl]-benzyl}-acetamide), ClC=1C=C(C(=NC1)C=O)C (5-chloro-3-methyl-pyridine-2-carbaldehyde), [BH-](OC(=O)C)(OC(=O)C)OC(=O)C.[Na+] (NaBH(OAc)3). The solvent is C(Cl)Cl (CH2Cl2). Product: ClC=1C=C(C(=NC1)CN(C1CCCC=2C=CC=NC12)CC1=C(C=C(CNC(C)=O)C=C1)CO)C (N-(4-{[(5-chloro-3-methyl-pyridin-2-ylmethyl)-(5,6,7,8-tetrahydro-quinolin-8-yl)-amino]-methyl}-3-hydroxymethyl-benzyl)-acetamide). RXN SMILES: [OH:1][CH2:2][C:3]1[CH:4]=[C:5]([CH:11]=[CH:12][C:13]=1[CH2:14][NH:15][CH:16]1[C:25]2[N:24]=[CH:23][CH:22]=[CH:21][C:20]=2[CH2:19][CH2:18][CH2:17]1)[CH2:6][NH:7][C:8](=[O:10])[CH3:9].[Cl:26][C:27]1[CH:28]=[C:29]([CH3:35])[C:30]([CH:33]=O)=[N:31][CH:32]=1.[BH-](OC(C)=O)(OC(C)=O)OC(C)=O.[Na+]>C(Cl)Cl>[Cl:26][C:27]1[CH:28]=[C:29]([CH3:35])[C:30]([CH2:33][N:15]([CH2:14][C:13]2[CH:12]=[CH:11][C:5]([CH2:6][NH:7][C:8](=[O:10])[CH3:9])=[CH:4][C:3]=2[CH2:2][OH:1])[CH:16]2[C:25]3[N:24]=[CH:23][CH:22]=[CH:21][C:20]=3[CH2:19][CH2:18][CH2:17]2)=[N:31][CH:32]=1 |f:2.3|. Procedure details: Using General Procedure B: Reaction of N-{3-hydroxymethyl-4-[(5,6,7,8-tetrahydro-quinolin-8-ylamino)-methyl]-benzyl}-acetamide in CH2Cl2 with 5-chloro-3-methyl-pyridine-2-carbaldehyde and NaBH(OAc)3 gave N-(4-{[(5-chloro-3-methyl-pyridin-2-ylmethyl)-(5,6,7,8-tetrahydro-quinolin-8-yl)-amino]-methyl}-3-hydroxymethyl-benzyl)-acetamide as a white foam. 1H NMR (CDCl3) δ 1.58 (m, 1H), 2.03 (s, 3H), 2.04 (m, 1H), 2.18 (m, 1H), 2.24 (s, 3H), 2.65 (m, 1H), 2.79 (m, 1H), 3.69 (dd, 2H, J=12.0, 3.0 Hz), 3.7... Starting materials: ClC1=NC=C(C(=N1)Cl)C(F)(F)F (2,4-dichloro-5-trifluoromethyl-pyrimidine), C(C#C)N (propargylamine). Run in C(C)#N (acetonitrile), C(C)#N (acetonitrile), C(C)(=O)OCC (ethyl acetate). Conditions: time 48 hour. Product: ClC1=NC=C(C(=N1)NCC#C)C(F)(F)F (2-chloro-4-(prop-2-ynylamino)-5-trifluoromethyl-pyrimidine). Reaction SMILES: [Cl:1][C:2]1[N:7]=[C:6](Cl)[C:5]([C:9]([F:12])([F:11])[F:10])=[CH:4][N:3]=1.[CH2:13]([NH2:16])[C:14]#[CH:15]>C(#N)C.C(OCC)(=O)C>[Cl:1][C:2]1[N:7]=[C:6]([NH:16][CH2:13][C:14]#[CH:15])[C:5]([C:9]([F:12])([F:11])[F:10])=[CH:4][N:3]=1. Reported procedure: To a solution of 2,4-dichloro-5-trifluoromethyl-pyrimidine (3-47 g) in acetonitrile (16 mL) a solution of propargylamine (1.76 g) in acetonitrile (16 mL) was added dropwise at 0° C., the mixture warmed to r.t. and stirred at r.t. for 48 h. The suspension was diluted with ethyl acetate, washed with brine, dried (Na2SO4), and evaporated. Purification by flash chromatography on silica using hexane/methyl tert-butyl ether gave the title compound (1.97 g). Product: C=CCC(C(=O)OCC)c1ccccc1. RXN SMILES: [C:1](#[N:2])[CH:3]([CH2:4][CH:5]=[CH2:6])[c:7]1[cH:8][cH:9][cH:10][cH:11][cH:12]1.[CH3:19][CH2:20][OH:21].[OH2:13].[S:14](=[O:15])(=[O:16])([OH:17])[OH:18]>>[C:1]([CH:3]([CH2:4][CH:5]=[CH2:6])[c:7]1[cH:8][cH:9][cH:10][cH:11][cH:12]1)(=[O:13])[O:21][CH2:20][CH3:19]. Reactants: C=CCC(C#N)c1ccccc1, CCO, O, O=S(=O)(O)O. Reactants: [Si](C)(C)(C(C)(C)C)O[C@@H]([C@@H](CC/C=C/C1=CC=C(C(=O)OC)C=C1)NS(=O)C(C)(C)C)COC1=CC=CC=C1 (methyl 4-{(1E,5R,6S)-6-{[tert-butyl(dimethyl)silyl]oxy}-5-[(tert-butylsulfinyl)amino]-7-phenoxyhept-1-en-1-yl}benzoate), Cl (HCl). Solvent: C(Cl)Cl (methylene chloride). Reaction conditions: time 15 minute. The product is N[C@H](CC/C=C/C1=CC=C(C(=O)OC)C=C1)[C@@H](COC1=CC=CC=C1)O[Si](C)(C)C(C)(C)C (methyl 4-{(1E,5R,6S)-5-amino-6-{[tert-butyl(dimethyl)silyl]oxy}-7-phenoxyhept-1-en-1-yl}benzoate). Yield: 108.2%. Reaction SMILES: [Si:1]([O:8][C@H:9]([CH2:32][O:33][C:34]1[CH:39]=[CH:38][CH:37]=[CH:36][CH:35]=1)[C@H:10]([NH:25]S(C(C)(C)C)=O)[CH2:11][CH2:12]/[CH:13]=[CH:14]/[C:15]1[CH:24]=[CH:23][C:18]([C:19]([O:21][CH3:22])=[O:20])=[CH:17][CH:16]=1)([C:4]([CH3:7])([CH3:6])[CH3:5])([CH3:3])[CH3:2].Cl>C(Cl)Cl>[NH2:25][C@@H:10]([C@H:9]([O:8][Si:1]([C:4]([CH3:7])([CH3:6])[CH3:5])([CH3:2])[CH3:3])[CH2:32][O:33][C:34]1[CH:35]=[CH:36][CH:37]=[CH:38][CH:39]=1)[CH2:11][CH2:12]/[CH:13]=[CH:14]/[C:15]1[CH:24]=[CH:23][C:18]([C:19]([O:21][CH3:22])=[O:20])=[CH:17][CH:16]=1. Procedure details: To the solution of methyl 4-{(1E,5R,6S)-6-{[tert-butyl(dimethyl)silyl]oxy}-5-[(tert-butylsulfinyl)amino]-7-phenoxyhept-1-en-1-yl}benzoate from step A (1.05 g, 1.74 mM) in 10 ml of methylene chloride was added 1 ml of HCl (4M, in dioxane) and the resulting mixture stirred at RT for 15 min. Removal of the volatiles under reduced pressure afforded 0.93 g of the title compound (as HCl salt) which was directly used for the next step. LC-MS: m/z (ES) 470.41 (M+1). The reactants are C(C)(C)(C)OC([C@H](C(C)C)N1C=C(C(C2=CC(=CC=C12)C=1C=NC(=CC1C=1SC=C(N1)C(F)(F)F)NC(=O)NCC)=O)C(=O)OCC)=O ((S)-ethyl 1-(1-tert-butoxy-3-methyl-1-oxobutan-2-yl)-6-(6-(3-ethylureido)-4-(4-(trifluoromethyl)thiazol-2-yl)pyridin-3-yl)-4-oxo-1,4-dihydroquinoline -3-carboxylate), CN (methylamine), C(C)O (ethanol). The product is C(C)NC(NC1=CC(=C(C=N1)C=1C=C2C(C(=CN(C2=CC1)[C@H](C(=O)OC(C)(C)C)C(C)C)C(NC)=O)=O)C=1SC=C(N1)C(F)(F)F)=O ((S)-tert-butyl 2-(6-(6-(3-ethylureido)-4-(4-(trifluoromethyl)thiazol-2-yl)pyridin-3-yl)-3-(methylcarbamoyl)-4-oxoquinolin-1(4H)-yl)-3-methylbutanoate). As a reaction SMILES: [C:1]([O:5][C:6](=[O:48])[C@@H:7]([N:11]1[C:20]2[C:15](=[CH:16][C:17]([C:21]3[CH:22]=[N:23][C:24]([NH:36][C:37]([NH:39][CH2:40][CH3:41])=[O:38])=[CH:25][C:26]=3[C:27]3[S:28][CH:29]=[C:30]([C:32]([F:35])([F:34])[F:33])[N:31]=3)=[CH:18][CH:19]=2)[C:14](=[O:42])[C:13]([C:43]([O:45]CC)=O)=[CH:12]1)[CH:8]([CH3:10])[CH3:9])([CH3:4])([CH3:3])[CH3:2].[CH3:49][NH2:50].C(O)C>>[CH2:40]([NH:39][C:37](=[O:38])[NH:36][C:24]1[N:23]=[CH:22][C:21]([C:17]2[CH:16]=[C:15]3[C:20](=[CH:19][CH:18]=2)[N:11]([C@@H:7]([CH:8]([CH3:9])[CH3:10])[C:6]([O:5][C:1]([CH3:3])([CH3:2])[CH3:4])=[O:48])[CH:12]=[C:13]([C:43](=[O:45])[NH:50][CH3:49])[C:14]3=[O:42])=[C:26]([C:27]2[S:28][CH:29]=[C:30]([C:32]([F:35])([F:34])[F:33])[N:31]=2)[CH:25]=1)[CH3:41]. Procedure details: A solution of (S)-ethyl 1-(1-tert-butoxy-3-methyl-1-oxobutan-2-yl)-6-(6-(3-ethylureido)-4-(4-(trifluoromethyl)thiazol-2-yl)pyridin-3-yl)-4-oxo-1,4-dihydroquinoline -3-carboxylate (Example 137, 0.100 g, 0.15 mmol) in 33 wt. % methylamine solution in absolute ethanol (3 mL, 24.1 mmol) was heated in the microwave to 80° C. for 15 min. The mixture was conconcentrated in vacuo and purified by column chromatography (silica, 95:5 methylene chloride/methanol) to provide the desired product. Starting materials: CCC(C)(C)c1ccc(C(OC)OC)c(C)c1, CO, O=S(=O)(O)O. Product: CCC(C)(C)c1ccc(C=O)c(C)c1. RXN SMILES: [CH3:1][O:2][CH:3]([c:4]1[c:5]([CH3:15])[cH:6][c:7]([C:10]([CH3:11])([CH3:12])[CH2:13][CH3:14])[cH:8][cH:9]1)[O:16][CH3:17].[CH3:23][OH:24].[S:18](=[O:19])(=[O:20])([OH:21])[OH:22]>>[O:2]=[CH:3][c:4]1[c:5]([CH3:15])[cH:6][c:7]([C:10]([CH3:11])([CH3:12])[CH2:13][CH3:14])[cH:8][cH:9]1. Starting materials: C(C)(C)(C)OC(=O)N1CC2=C(CC1)NN=C2 (1,4,6,7-Tetrahydro-pyrazolo[4,3-c]pyridine-5-carboxylic acid tert-butyl ester). Solvent: FC(C(=O)O)(F)F (trifluoroacetic acid), O (water). Run at time 1 hour. The product is N1N=CC=2CNCCC21 (4,5,6,7-Tetrahydro-1H-pyrazolo[4,3-c]pyridine). RXN SMILES: C(OC([N:8]1[CH2:13][CH2:12][C:11]2[NH:14][N:15]=[CH:16][C:10]=2[CH2:9]1)=O)(C)(C)C>FC(F)(F)C(O)=O.O>[NH:14]1[C:11]2[CH2:12][CH2:13][NH:8][CH2:9][C:10]=2[CH:16]=[N:15]1. Procedure: 1,4,6,7-Tetrahydro-pyrazolo[4,3-c]pyridine-5-carboxylic acid tert-butyl ester (0.70 g, 3.1 mmol) was dissolved in trifluoroacetic acid (10 mL) at 0° C., stirred for 1 h, and was concentrated. The residue was dissolved in ethanol and treated with concentrated hydrochloric acid (1 mL). The bis-hydrochloride salt precipitated out as a white solid which was filtered to give 510 mg (83%). The free base was prepared as needed by dissolving the salt in water, loading it onto an SCX column, flushing wit... The reactants are COC1=C(C=C(C=C1)N(C1CCOCC1)C)[N+](=O)[O-] ((4-methoxy-3-nitro-phenyl)-methyl-(tetrahydro-pyran-4-yl)-amine). Reagents/catalysts: [Pd] (palladium on charcoal). The solvent is CO (methanol). Conditions: time 18 hour. Yields the product COC1=C(C=C(C=C1)N(CC1CCOCC1)C)N (4-methoxy-N1-methyl-N1-(tetrahydro-pyran-4-ylmethyl)-benzene-1,3-diamine). Yield: 102.6%. RXN SMILES: [CH3:1][O:2][C:3]1[CH:8]=[CH:7][C:6]([N:9]([CH3:16])[CH:10]2[CH2:15][CH2:14]OCC2)=[CH:5][C:4]=1[N+:17]([O-])=O>CO.[Pd]>[CH3:1][O:2][C:3]1[CH:8]=[CH:7][C:6]([N:9]([CH3:16])[CH2:10][CH:15]2[CH2:14][CH2:1][O:2][CH2:3][CH2:4]2)=[CH:5][C:4]=1[NH2:17]. Reported procedure: To a stirred solution of 0.73 g (2.74 mmol) (4-methoxy-3-nitro-phenyl)-methyl-(tetrahydro-pyran-4-yl)-amine in 50 ml methanol was added 15 mg 10% palladium on charcoal and the mixture was then stirred for 18 hours at room temperature under an atmosphere of hydrogen. The mixture was then filtered and the filtrate concentrated in vacuo to afford 0.3520 g (54%) 4-methoxy-N1-methyl-N1-(tetrahydro-pyran-4-ylmethyl)-benzene-1,3-diamine as an off-white solid. Mp.: 97-99° C. Reaction SMILES: [Br:1][CH:2]([CH2:3][CH:4]([C:5](=[O:6])[c:7]1[cH:8][cH:9][cH:10][cH:11][cH:12]1)[N+:13](=[O:14])[O-:15])[F:16].[C:34](=[O:35])([O-:36])[O-:37].[CH3:43][c:44]1[cH:45][cH:46][cH:47][cH:48][cH:49]1.[I-:41].[K+:38].[K+:39].[K+:40].[OH2:42].[OH:17][C:18]1([c:24]2[cH:25][c:26]([C:30]([F:31])([F:32])[F:33])[cH:27][cH:28][cH:29]2)[CH2:19][CH2:20][NH:21][CH2:22][CH2:23]1>>[CH:2]([CH2:3][CH:4]([C:5](=[O:6])[c:7]1[cH:8][cH:9][cH:10][cH:11][cH:12]1)[N+:13](=[O:14])[O-:15])([F:16])[N:21]1[CH2:20][CH2:19][C:18]([OH:17])([c:24]2[cH:25][c:26]([C:30]([F:31])([F:32])[F:33])[cH:27][cH:28][cH:29]2)[CH2:23][CH2:22]1. Product: O=C(c1ccccc1)C(CC(F)N1CCC(O)(c2cccc(C(F)(F)F)c2)CC1)[N+](=O)[O-]. The reactants are O=C(c1ccccc1)C(CC(F)Br)[N+](=O)[O-], O=C([O-])[O-], Cc1ccccc1, [I-], [K+], [K+], [K+], O, OC1(c2cccc(C(F)(F)F)c2)CCNCC1.